From a dataset of the Open Reaction Database (ORD), a public repository of structured organic reaction records. describe an organic reaction: reactants, conditions, products, and yield Starting materials: FC=1C=CC(=NC1)C1=NOC=C1COC1=NC=C(C(=O)O)C=C1 (6-[3-(5-fluoro-pyridin-2-yl)-isoxazol-4-ylmethoxy]-nicotinic acid), ClC=1C=C(C=CC1)C1=NOC(=C1COC1=NC=C(C(=O)O)C=C1)C (6-[3-(3-chloro-phenyl)-5-methyl-isoxazol-4-ylmethoxy]-nicotinic acid), FC(CN)(F)F (2,2,2-trifluoroethylamine). Product: FC=1C=CC(=NC1)C1=NOC=C1COC1=NC(=C(C(=O)N)C=C1)C1CCOCC1 (6-[3-(5-Fluoro-pyridin-2-yl)-isoxazol-4-ylmethoxy]-(tetrahydro-pyran-4-yl)-nicotinamide). The yield is 79.0%. Reaction SMILES: [F:1][C:2]1[CH:3]=[CH:4][C:5]([C:8]2[C:12]([CH2:13][O:14][C:15]3[CH:23]=[CH:22][C:18]([C:19]([OH:21])=O)=[CH:17][N:16]=3)=[CH:11][O:10][N:9]=2)=[N:6][CH:7]=1.ClC1C=C(C2C(CO[C:38]3[CH:46]=[CH:45][C:41]([C:42](O)=[O:43])=CN=3)=C(C)ON=2)C=CC=1.FC(F)(F)C[NH2:51]>>[F:1][C:2]1[CH:3]=[CH:4][C:5]([C:8]2[C:12]([CH2:13][O:14][C:15]3[CH:23]=[CH:22][C:18]([C:19]([NH2:51])=[O:21])=[C:17]([CH:45]4[CH2:46][CH2:38][O:43][CH2:42][CH2:41]4)[N:16]=3)=[CH:11][O:10][N:9]=2)=[N:6][CH:7]=1. Procedure: As described for example 98b, 6-[3-(5-fluoro-pyridin-2-yl)-isoxazol-4-ylmethoxy]-nicotinic acid (79 mg, 0.25 mmol) was converted, instead of 6-[3-(3-chloro-phenyl)-5-methyl-isoxazol-4-ylmethoxy]-nicotinic acid, using 4-aminotetrayhdropyran instead of 2,2,2-trifluoroethylamine, to the title compound (79 mg, 79%) which was obtained as an off white solid. MS: m/e=399.1 [M+H]+.